From a dataset of the Open Reaction Database (ORD), a public repository of structured organic reaction records. describe an organic reaction: reactants, conditions, products, and yield Starting materials: OC=1C=C(C2=CC=CC=C2C1)C(=O)O (3-hydroxy-1-naphthalenecarboxylic acid), C(C(=O)Cl)(=O)Cl (oxalyl chloride). The reagents and catalysts are CN(C)C=O (DMF). Run in C(Cl)Cl (DCM). Run at time 3 hour. The product is OC=1C=C(C2=CC=CC=C2C1)C(=O)OC (Methyl 3-hydroxy-1-naphthalenecarboxylate). Yield: 34.9%. As a reaction SMILES: [OH:1][C:2]1[CH:3]=[C:4]([C:12]([OH:14])=[O:13])[C:5]2[C:10]([CH:11]=1)=[CH:9][CH:8]=[CH:7][CH:6]=2.[C:15](Cl)(=O)C(Cl)=O>C(Cl)Cl.CN(C=O)C>[OH:1][C:2]1[CH:3]=[C:4]([C:12]([O:14][CH3:15])=[O:13])[C:5]2[C:10]([CH:11]=1)=[CH:9][CH:8]=[CH:7][CH:6]=2. Reported procedure: To a stirred solution of 3-hydroxy-1-naphthalenecarboxylic acid (6.67 g, 35.4 mmol) and oxalyl chloride (3.86 mL, 44.2 mmol) in DCM (150 mL) was added 3 drops of DMF. The mixture was stirred at room temperature for 3 h., the solvent was removed under reduced pressure and methanol (150 mL) was added. After stirring at reflux for 15 min the solvent was removed under reduced pressure, the residue was purified by column chromatography (10%, 20% and 30% EtOAc/hexane) to give the title compound as a y... Reactants: COC1=C(C=CC=C1)CC#N ((2-methoxyphenyl)acetonitrile), resultant solution, [OH-].[Na+] (sodium hydroxide), BrCC1OCCCC1 (2-(bromomethyl)tetrahydro-2H-pyran), CS(=O)C (DMSO). The solvent is O (water). Reaction conditions: time 2 hour. Yields the product COC1=C(C=CC=C1)C(C#N)CC1OCCCC1 (2-(2-methoxyphenyl)-3-(tetrahydropyran-2-yl)propionitrile). The yield is 82.0%. Reaction SMILES: [CH3:1][O:2][C:3]1[CH:8]=[CH:7][CH:6]=[CH:5][C:4]=1[CH2:9][C:10]#[N:11].Br[CH2:13][CH:14]1[CH2:19][CH2:18][CH2:17][CH2:16][O:15]1.CS(C)=O.[OH-].[Na+]>O>[CH3:1][O:2][C:3]1[CH:8]=[CH:7][CH:6]=[CH:5][C:4]=1[CH:9]([CH2:13][CH:14]1[CH2:19][CH2:18][CH2:17][CH2:16][O:15]1)[C:10]#[N:11] |f:3.4|. Reported procedure: To a flask was added 20 g. (0.1346 mole) of (2-methoxyphenyl)acetonitrile, 25 g. (0.1346 mole) of 2-(bromomethyl)tetrahydro-2H-pyran, and 200 ml. of DMSO. The mixture was stirred for five minutes at room temperature and to the resultant solution was added 22 g. (0.2692 mole) of 50% aqueous sodium hydroxide over 30 minutes with the reaction temperature being allowed to exotherm to 60° C. The reaction was stirred an additional two hours, then cooled, water added and the organic material extracted ... The reactants are [BH3-]C#N, CC(=O)[O-], CO, CC(=O)c1ccc(F)cc1-c1ccc(F)cc1F, [NH4+], [Na+]. The product is CC(N)c1ccc(F)cc1-c1ccc(F)cc1F. As a reaction SMILES: [C:24](#[N:25])[BH3-:26].[CH3:20][C:21](=[O:22])[O-:23].[CH3:28][OH:29].[F:1][c:2]1[c:3](-[c:9]2[c:10]([C:16]([CH3:17])=[O:18])[cH:11][cH:12][c:13]([F:15])[cH:14]2)[cH:4][cH:5][c:6]([F:8])[cH:7]1.[NH4+:19].[Na+:27]>>[F:1][c:2]1[c:3](-[c:9]2[c:10]([CH:16]([CH3:17])[NH2:25])[cH:11][cH:12][c:13]([F:15])[cH:14]2)[cH:4][cH:5][c:6]([F:8])[cH:7]1. Reactants: FC(C1CCC(CC1)=CC(=O)OCC)(F)F ([4-(trifluoromethyl)cyclohexylidene]-acetic acid, ethyl ester), Example 8 ( a ), [H][H] (hydrogen). Reagents/catalysts: [Pd] (palladium on carbon). The solvent is C(C)(=O)OCC (ethyl acetate). The product is FC(C1CCC(CC1)CC(=O)OCC)(F)F (4-(trifluoromethyl)-cyclohexaneacetic acid, ethyl ester). Isolated yield 79.3%. As a reaction SMILES: [F:1][C:2]([F:16])([F:15])[CH:3]1[CH2:8][CH2:7][C:6](=[CH:9][C:10]([O:12][CH2:13][CH3:14])=[O:11])[CH2:5][CH2:4]1.[H][H]>C(OCC)(=O)C.[Pd]>[F:1][C:2]([F:15])([F:16])[CH:3]1[CH2:4][CH2:5][CH:6]([CH2:9][C:10]([O:12][CH2:13][CH3:14])=[O:11])[CH2:7][CH2:8]1. Procedure: To a stirred solution of [4-(trifluoromethyl)cyclohexylidene]-acetic acid, ethyl ester (Example 8 (a)) (1 g) in ethyl acetate (20 mL) was added 5% palladium on carbon (450 mg). The mixture was stirred at room temperature under a 2 bar atmosphere of hydrogen. The reaction mixture was then filtered through diatomaceous earth and concentrated. Purification (SiO2, ethyl acetate:isohexane 1:19 as eluant) gave 4-(trifluoromethyl)-cyclohexaneacetic acid, ethyl ester (800 mg), which was dissolved in met...